describe an organic reaction: reactants, conditions, products, and yield From a dataset of the Open Reaction Database (ORD), a public repository of structured organic reaction records. The reactants are BrC=1C=C(C(=NC1)NC=1SC=C(N1)C)OC1=CC=CC=C1 (5-bromo-N-(4-methylthiazol-2-yl)-3-phenoxypyridin-2-amine), ClC1=C(C=CC=C1)S (2-chlorobenzenethiol). The product is Cl.ClC1=C(C=CC=C1)SC=1C=C(C(=NC1)NC=1SC=C(N1)C)OC1=CC=CC=C1 (N-(5-(2-chlorophenylthio)-3-phenoxypyridin-2-yl)-4-methylthiazol-2-amine hydrochloride). Reaction SMILES: Br[C:2]1[CH:3]=[C:4]([O:15][C:16]2[CH:21]=[CH:20][CH:19]=[CH:18][CH:17]=2)[C:5]([NH:8][C:9]2[S:10][CH:11]=[C:12]([CH3:14])[N:13]=2)=[N:6][CH:7]=1.[Cl:22][C:23]1[CH:28]=[CH:27][CH:26]=[CH:25][C:24]=1[SH:29]>>[ClH:22].[Cl:22][C:23]1[CH:28]=[CH:27][CH:26]=[CH:25][C:24]=1[S:29][C:2]1[CH:3]=[C:4]([O:15][C:16]2[CH:21]=[CH:20][CH:19]=[CH:18][CH:17]=2)[C:5]([NH:8][C:9]2[S:10][CH:11]=[C:12]([CH3:14])[N:13]=2)=[N:6][CH:7]=1 |f:2.3|. Reported procedure: Prepared according to the method of Example 13, using 5-bromo-N-(4-methylthiazol-2-yl)-3-phenoxypyridin-2-amine and 2-chlorobenzenethiol. 1H NMR (d6-DMSO) δ 8.26 (d, 1H), 7.49 (dd, 1H), 7.42 (t, 2H), 7.29 (d, 1H), 7.27-7.12 (m, 4H), 6.96 (dd, 1H), 6.80 (s, 1H), 2.30 (s, 3H); Mass spectrum (esi) m/z=426.4 (M+H—HCl). Reactants: [OH-].[Na+] (sodium hydroxide), ice water, C(C)C1(C(C2=C(C(=C(C=C2C1)O)Cl)Cl)=O)CC (2,2-diethyl-5-hydroxy-6,7-dichloro-1-indanone), C([O-])([O-])=O.[K+].[K+] (potassium carbonate), BrCC(=O)OCC (ethyl bromoacetate). Solvent: O (water), CN(C)C=O (DMF). Reaction conditions: temperature 55 celsius. Product: O=C1C(CC2=CC(=C(C(=C12)Cl)Cl)OCC(=O)O)(CC)CC ((1-Oxo-2,2-diethyl-6,7-dichloro-5-indanyloxy)acetic Acid). As a reaction SMILES: [CH2:1]([C:3]1([CH2:16][CH3:17])[CH2:11][C:10]2[C:5](=[C:6]([Cl:14])[C:7]([Cl:13])=[C:8]([OH:12])[CH:9]=2)[C:4]1=[O:15])[CH3:2].C(=O)([O-])[O-].[K+].[K+].Br[CH2:25][C:26]([O:28]CC)=[O:27].[OH-].[Na+]>CN(C=O)C.O>[O:15]=[C:4]1[C:5]2[C:10](=[CH:9][C:8]([O:12][CH2:25][C:26]([OH:28])=[O:27])=[C:7]([Cl:13])[C:6]=2[Cl:14])[CH2:11][C:3]1([CH2:1][CH3:2])[CH2:16][CH3:17] |f:1.2.3,5.6|. Reported procedure: A stirred mixture of 2,2-diethyl-5-hydroxy-6,7-dichloro-1-indanone (3.6 g., 0.013 mole), potassium carbonate (4.2 g.) and ethyl bromoacetate (5 g.) in DMF (40 ml.) is warmed in an inert atmosphere at 55° C. for one hour, then treated with water (40 ml.) and 10N sodium hydroxide (6 ml.) and heated on a steam bath for 1.5 hours. The reaction mixture is poured into ice water (200 ml.), acidified, then extracted with ether, washed with water and dried over magnesium sulfate. Following evaporation of... The reactants are BrC(Br)(Br)Br, ClCCl, COC(=O)C(Cc1ccccc1)Oc1ccc(CO)cc1, c1ccc(P(c2ccccc2)c2ccccc2)cc1. Yields the product COC(=O)C(Cc1ccccc1)Oc1ccc(CBr)cc1. RXN SMILES: [C:22]([Br:23])([Br:24])([Br:25])[Br:26].[Cl:46][CH2:47][Cl:48].[OH:1][CH2:2][c:3]1[cH:4][cH:5][c:6]([O:7][CH:8]([C:9](=[O:10])[O:11][CH3:12])[CH2:13][c:14]2[cH:15][cH:16][cH:17][cH:18][cH:19]2)[cH:20][cH:21]1.[c:27]1([P:28]([c:29]2[cH:30][cH:31][cH:32][cH:33][cH:34]2)[c:35]2[cH:36][cH:37][cH:38][cH:39][cH:40]2)[cH:41][cH:42][cH:43][cH:44][cH:45]1>>[CH2:2]([c:3]1[cH:4][cH:5][c:6]([O:7][CH:8]([C:9](=[O:10])[O:11][CH3:12])[CH2:13][c:14]2[cH:15][cH:16][cH:17][cH:18][cH:19]2)[cH:20][cH:21]1)[Br:23]. Reactants: CC1=C(C(=CC=C1)C)S (2,6-dimethyl thiophenol), ClC(C)O (chloro ethanol). Solvent: [OH-].[Na+] (sodium hydroxide), O (water). Product: CC1=C(C(=CC=C1)C)SCCO (2-(2,6-dimethyl phenylthio) 1-hydroxy ethane). The yield is 95.0%. Reaction SMILES: [CH3:1][C:2]1[CH:7]=[CH:6][CH:5]=[C:4]([CH3:8])[C:3]=1[SH:9].Cl[CH:11]([OH:13])[CH3:12]>[OH-].[Na+].O>[CH3:1][C:2]1[CH:7]=[CH:6][CH:5]=[C:4]([CH3:8])[C:3]=1[S:9][CH2:12][CH2:11][OH:13] |f:2.3|. Reported procedure: 35 g. 2,6-dimethyl thiophenol are dissolved in a solution of 15.6 g sodium hydroxide in 210 ml water, under stirring and inert atmospher. After complete dissolution 34 g chloro ethanol are added portionwise thereto and the milky suspension is thereafter heated to reflux for one hour. The mixture reverts to room temperature and is extracted three times with ester to isolate the thus formed oily product. The ethereous solutions are washed with water, dried on sodium sulphate, filtered and evaporat... The reactants are CC=1SC(=C(N1)N)C#N (2-methyl-4-amino-5-cyano-thiazole), CN(C=O)C (dimethylformamide), S (hydrogen sulfide). Solvent: C(C)N(CC)CC (triethylamine). Product: CC=1SC(=C(N1)N)C(N)=S (2-methyl-4-amino-5-thiocarbamoylthiazole). Isolated yield 58.0%. As a reaction SMILES: [CH3:1][C:2]1[S:3][C:4]([C:8]#[N:9])=[C:5]([NH2:7])[N:6]=1.CN(C)C=O.[SH2:15]>C(N(CC)CC)C>[CH3:1][C:2]1[S:3][C:4]([C:8](=[S:15])[NH2:9])=[C:5]([NH2:7])[N:6]=1. Reported procedure: 5.5 parts of 2-methyl-4-amino-5-cyano-thiazole in 50 parts of dimethylformamide and 10 parts of triethylamine are reacted with 3 parts of hydrogen sulfide as described in Example 1(a). 4.0 parts of 2-methyl-4-amino-5-thiocarbamoylthiazole (58% of theory) of melting point 209°-213° C. are obtained. Reactants: C(C)OC([C@H](CC1=CC=C(C=C1)OCCCBr)OC)=O ((2S)-3-[4-(3-Bromo-propoxy)-phenyl]-2-methoxy-propionic acid ethyl ester), OC1=CC=C(C=C1)C(C(C)C)=O (1-(4-Hydroxy-phenyl)-2-methyl-propan-1-one), [OH-].[Na+] (NaOH). Product: C(C(C)C)(=O)C1=CC=C(OCCCOC2=CC=C(C=C2)C[C@@H](C(=O)O)OC)C=C1 ((2S)-3-{4-[3-(4-Isobutyryl-phenoxy)-propoxy]-phenyl}-2-methoxy-propionic acid). RXN SMILES: C([O:3][C:4](=[O:20])[C@@H:5]([O:18][CH3:19])[CH2:6][C:7]1[CH:12]=[CH:11][C:10]([O:13][CH2:14][CH2:15][CH2:16]Br)=[CH:9][CH:8]=1)C.[OH:21][C:22]1[CH:27]=[CH:26][C:25]([C:28](=[O:32])[CH:29]([CH3:31])[CH3:30])=[CH:24][CH:23]=1.[OH-].[Na+]>>[C:28]([C:25]1[CH:24]=[CH:23][C:22]([O:21][CH2:16][CH2:15][CH2:14][O:13][C:10]2[CH:9]=[CH:8][C:7]([CH2:6][C@H:5]([O:18][CH3:19])[C:4]([OH:3])=[O:20])=[CH:12][CH:11]=2)=[CH:27][CH:26]=1)(=[O:32])[CH:29]([CH3:31])[CH3:30] |f:2.3|. Procedure details: (2S)-3-[4-(3-Bromo-propoxy)-phenyl]-2-methoxy-propionic acid ethyl ester from Example 173, Step A was treated with 1-(4-Hydroxy-phenyl)-2-methyl-propan-1-one from Step A under the Standard Procedure J. The compound thus obtained was allowed to react under Standard hydrolysis procedure C (NaOH) to give the title compound. MS(ES) for C23H28O6 [M+NH4]+: 423 [M+H]+: 401. Starting materials: C1C[C@@H](CC1=O)B1OC(C(O1)(C)C)(C)C, c1(ccc(nn1)I)NC(=O)Cc1ncccc1. Reagents/catalysts: c1ccc(cc1)-c2c3ccccc3cc4ccccc24 (9-Phenylanthracene), [OH-].[Na+]Â Â  (NaOH), O (water), P(C1CCCC1)(c1ccccc1)c1ccccc1.P(C1CCCC1)(c1ccccc1)c1ccccc1.C(Cl)Cl.[Pd](Cl)Cl.[Fe] (Pd(dppf)2Cl2). The solvent is CC#N (MeCN). Conditions: temperature 90 celsius, time 18 hour. Product: O=C(Cc1ccccn1)Nc2ccc(nn2)C3CCC(=O)C3. As a reaction SMILES: I[c:1]1[n:16][n:15][c:4]([NH:5][C:6]([CH2:8][c:9]2[n:14][cH:13][cH:12][cH:11][cH:10]2)=[O:7])[cH:3][cH:2]1.CC1(C(C)(C)OB([CH:17]2[CH2:22][C:20](=[O:21])[CH2:19][CH2:18]2)O1)C>>[O:7]=[C:6]([NH:5][c:4]1[n:15][n:16][c:1]([CH:17]2[CH2:22][C:20](=[O:21])[CH2:19][CH2:18]2)[cH:2][cH:3]1)[CH2:8][c:9]3[n:14][cH:13][cH:12][cH:11][cH:10]3. Yield: 11.0%. Product: CC=1C(=NOC1C)NC(C(C)C1=C(C=C(C=C1)OC1=CC=NC2=CC=C(C=C12)F)OC)=O (N-(4,5-dimethylisoxazol-3-yl)-2-[4-(6-fluoroquinolin-4-yloxy)-2-methoxyphenyl]propionamide). Reactants: FC=1C=C2C(=CC=NC2=CC1)OC1=CC(=C(C=C1)C(C(=O)O)C)OC (2-[4-(6-fluoroquinolin-4-yloxy)-2-methoxyphenyl]propionic acid), NC1=NOC(=C1C)C (3-amino-4,5-dimethylisoxazole). RXN SMILES: [F:1][C:2]1[CH:3]=[C:4]2[C:9](=[CH:10][CH:11]=1)[N:8]=[CH:7][CH:6]=[C:5]2[O:12][C:13]1[CH:18]=[CH:17][C:16]([CH:19]([CH3:23])[C:20]([OH:22])=O)=[C:15]([O:24][CH3:25])[CH:14]=1.[NH2:26][C:27]1[C:31]([CH3:32])=[C:30]([CH3:33])[O:29][N:28]=1>>[CH3:32][C:31]1[C:27]([NH:26][C:20](=[O:22])[CH:19]([C:16]2[CH:17]=[CH:18][C:13]([O:12][C:5]3[C:4]4[C:9](=[CH:10][CH:11]=[C:2]([F:1])[CH:3]=4)[N:8]=[CH:7][CH:6]=3)=[CH:14][C:15]=2[O:24][CH3:25])[CH3:23])=[N:28][O:29][C:30]=1[CH3:33]. Procedure details: Using an analogous procedure to that described in Example 2, 2-[4-(6-fluoroquinolin-4-yloxy)-2-methoxyphenyl]propionic acid was reacted with 3-amino-4,5-dimethylisoxazole. The resultant mixture was evaporated and the residue was purified by preparative HPLC using a Waters ‘Xterra’ reversed-phase column (5 microns silica, 30 mm diameter, 150 mm length) using decreasingly polar mixtures of water (containing 0.2% ammonium carbonate) and acetonitrile as eluent. There was thus obtained the title comp... Starting materials: O (water), FS(C=1C=C(C=CC1)O)(F)(F)(F)F (3-pentafluorosulfanylphenol), BrC1=CC(=C(C(=O)OC)C=C1S(=O)(=O)C)C (methyl 4-bromo-5-methanesulfonyl-2-methylbenzoate), C(=O)([O-])[O-].[Cs+].[Cs+] (Cs2CO3). The solvent is CN(C)C=O (DMF). Reaction conditions: time 16 hour. Product: CS(=O)(=O)C=1C(=CC(=C(C(=O)OC)C1)C)OC1=CC(=CC=C1)S(F)(F)(F)(F)F (Methyl 5-methanesulfonyl-2-methyl-4-(3-pentafluorosulfanylphenoxy)-benzoate). Yield: 80.9%. RXN SMILES: [F:1][S:2]([F:13])([F:12])([F:11])([F:10])[C:3]1[CH:4]=[C:5]([OH:9])[CH:6]=[CH:7][CH:8]=1.Br[C:15]1[C:24]([S:25]([CH3:28])(=[O:27])=[O:26])=[CH:23][C:18]([C:19]([O:21][CH3:22])=[O:20])=[C:17]([CH3:29])[CH:16]=1.C([O-])([O-])=O.[Cs+].[Cs+].O>CN(C=O)C>[CH3:28][S:25]([C:24]1[C:15]([O:9][C:5]2[CH:6]=[CH:7][CH:8]=[C:3]([S:2]([F:10])([F:11])([F:12])([F:13])[F:1])[CH:4]=2)=[CH:16][C:17]([CH3:29])=[C:18]([CH:23]=1)[C:19]([O:21][CH3:22])=[O:20])(=[O:26])=[O:27] |f:2.3.4|. Reported procedure: 5.00 g of 3-pentafluorosulfanylphenol, 6.98 g of methyl 4-bromo-5-methanesulfonyl-2-methylbenzoate (Journal of Medicinal Chemistry (1997), 40(13), 2017) and 22.20 g of Cs2CO3 were stirred in 200 ml of anhydrous DMF at 100° C. for 2 h. The mixture was allowed to cool, and the reaction mixture was poured onto 1 of water and stirred at RT for 16 h. The product was then filtered off and dried under reduced pressure. 8.20 g of pale yellow crystals were obtained, mp 139° C. (with decomposition). Reactants: CNOC (N,O-dimethylhydroxylamine), Cl (HCl), C(C(=O)Cl)(=O)Cl (oxalyl chloride). Reaction SMILES: [CH3:1][NH:2][O:3][CH3:4].Cl.[C:6](Cl)(=[O:10])[C:7](Cl)=[O:8]>C(Cl)Cl.N1C=CC=CC=1>[CH3:1][N:2]([O:3][CH3:4])[C:7]([C:6]([N:2]([CH3:1])[O:3][CH3:4])=[O:10])=[O:8] |f:3.4|. The product is CN(C(=O)C(=O)N(OC)C)OC (N,N′-Dimethyl-N,N′-dimethoxy oxamide). Isolated yield 68.9%. Run in C(Cl)Cl.N1=CC=CC=C1 (CH2Cl2 pyridine). Run at time 20 hour. Procedure details: A mixture of 48.0 g (0.49 mol) of N,O-dimethylhydroxylamine.HCl in 250 mL of 3:2 v/v CH2Cl2/pyridine was cooled to −78° C. and was treated with 17.4 mL (0.2 mol) of oxalyl chloride maintaining the internal temperature at less than −70° C. The resulting mixture was allowed to warm to rt and stirred for 20 h. The reaction was quenched with 250 mL of sat'd NaCl and the quenched mixture was extracted with 3×400 mL of CH2Cl2. The extracts were combined, dried over MgSO4 and concentrated. Recrystalliz...